This data is from the Open Reaction Database (ORD), a public repository of structured organic reaction records. The task is: describe an organic reaction: reactants, conditions, products, and yield Reactants: [H-].[Na+] (NaH), CN(C)C=O (DMF), S1C=CC=2C1=C(N=CC2)CSC=2NC1=C(N2)C=CC=C1 (2-[(thieno[2, 3-c]pyridin-7-yl)methylthio]benzimidazole), ClC(=O)OCC (ClCOOEt). The solvent is CCOCC (ether), O (H2O). Reaction conditions: time 10 minute. The product is C(C)OC(=O)N1C(=NC2=C1C=CC=C2)SCC=2N=CC=C1C2SC=C1 (1-ethoxycarbonyl-2-[(thieno[2, 3-c]pyridin-7-yl)methylthio]benzimidazole). As a reaction SMILES: [H-].[Na+].CN(C=O)C.[S:8]1[C:12]2=[C:13]([CH2:17][S:18][C:19]3[NH:20][C:21]4[CH:27]=[CH:26][CH:25]=[CH:24][C:22]=4[N:23]=3)[N:14]=[CH:15][CH:16]=[C:11]2[CH:10]=[CH:9]1.Cl[C:29]([O:31][CH2:32][CH3:33])=[O:30]>CCOCC.O>[CH2:32]([O:31][C:29]([N:23]1[C:22]2[CH:24]=[CH:25][CH:26]=[CH:27][C:21]=2[N:20]=[C:19]1[S:18][CH2:17][C:13]1[N:14]=[CH:15][CH:16]=[C:11]2[CH:10]=[CH:9][S:8][C:12]=12)=[O:30])[CH3:33] |f:0.1|. Reported procedure: To 44.0 mg (1.10 mmol) of 60% NaH were added 7 ml of dry DMF and 299.2 mg (1.00 mmol) of 2-[(thieno[2, 3-c]pyridin-7-yl)methylthio]benzimidazole. 1/10 H2O (Ia-1). After stirring for 10 min. at room temperature, the solution was added with 130.2 mg (1.20 mmol) of ClCOOEt and stirred for 30 minutes at room temperature. DMF was evaporated under reduced pressure. Water was added to the residue, and the solution was extracted with CH2Cl2. After drying over anhydrous sodium sulfate, the solvent was ev... Reactants: C[Mg+].[Br-] (MeMgBr), ClC1=C(C(=NC=C1)C=O)COC1OCCCC1 (4-Chloro-3-(tetrahydro-pyran-2-yloxymethyl)-pyridine-2-carbaldehyde), C(=O)(O)[O-].[Na+] (NaHCO3). Run in C1CCOC1 (THF). The product is ClC1=C(C(=NC=C1)C(C)O)COC1OCCCC1 (1-[4-Chloro-3-(tetrahydro-pyran-2-yloxymethyl)-pyridin-2-yl]-ethanol). RXN SMILES: C[Mg+].[Br-].[Cl:4][C:5]1[CH:10]=[CH:9][N:8]=[C:7]([CH:11]=[O:12])[C:6]=1[CH2:13][O:14][CH:15]1[CH2:20][CH2:19][CH2:18][CH2:17][O:16]1.[C:21]([O-])(O)=O.[Na+]>C1COCC1>[Cl:4][C:5]1[CH:10]=[CH:9][N:8]=[C:7]([CH:11]([OH:12])[CH3:21])[C:6]=1[CH2:13][O:14][CH:15]1[CH2:20][CH2:19][CH2:18][CH2:17][O:16]1 |f:0.1,3.4|. Procedure: MeMgBr (3.0 M in Diethylether. 582 μL. 1.75 mmol) was added to a stirred solution of 4-Chloro-3-(tetrahydro-pyran-2-yloxymethyl)-pyridine-2-carbaldehyde (149 mg. 0.58 mmol) in THF (6 mL). After stirring for 10 min at room temperature sat. NaHCO3 solution (30 mL) was added and extracted three times with DCM (50 mL). The combined organic layers were dried over Na2SO4 filtered and concentrated in vacuo. The residue was purified by flash chromatography on silica gel (elution with a gradient of ethyl... Reactants: BrCc1ccccc1, [K+], [K+], O=C([O-])[O-], CN(C)C=O, N#Cc1ccc(S)c([N+](=O)[O-])c1. Product: N#Cc1ccc(SCc2ccccc2)c([N+](=O)[O-])c1. Reaction SMILES: [Br:13][CH2:14][c:15]1[cH:16][cH:17][cH:18][cH:19][cH:20]1.[K+:21].[K+:22].[O-:23][C:24]([O-:25])=[O:26].[O:27]=[CH:28][N:29]([CH3:30])[CH3:31].[SH:1][c:2]1[c:3]([N+:10](=[O:11])[O-:12])[cH:4][c:5]([C:6]#[N:7])[cH:8][cH:9]1>>[S:1]([c:2]1[c:3]([N+:10](=[O:11])[O-:12])[cH:4][c:5]([C:6]#[N:7])[cH:8][cH:9]1)[CH2:14][c:15]1[cH:16][cH:17][cH:18][cH:19][cH:20]1. Starting materials: B(F)(F)F.CCOCC (BF3.Et2O), FC=1C=C(C=C(C1)OC(C(F)F)(F)F)C(=N[S@](=O)C(C)(C)C)C1=CC=C(C=C1)F ((R)—N-((3-Fluoro-5-(1,1,2,2-tetrafluoroethoxy)phenyl)(4-fluorophenyl)methylene)-2-methylpropane-2-sulfinamide), C(C1=CC=CC=C1)[Mg]Cl (Benzylmagnesium chloride). Solvent: C(Cl)Cl (CH2Cl2). Run at temperature -78 celsius, time 10 minute. Yields the product FC=1C=C(C=C(C1)OC(C(F)F)(F)F)[C@](CC1=CC=CC=C1)(C1=CC=C(C=C1)F)N[S@](=O)C(C)(C)C ((R)—N-((5)-1-(3-fluoro-5-(1,1,2,2-tetrafluoroethoxy)phenyl)-1-(4-fluorophenyl)-2-phenylethyl)-2-methylpropane-2-sulfinamide). Reaction SMILES: [F:1][C:2]1[CH:3]=[C:4]([C:15]([C:23]2[CH:28]=[CH:27][C:26]([F:29])=[CH:25][CH:24]=2)=[N:16][S@@:17]([C:19]([CH3:22])([CH3:21])[CH3:20])=[O:18])[CH:5]=[C:6]([O:8][C:9]([F:14])([F:13])[CH:10]([F:12])[F:11])[CH:7]=1.B(F)(F)F.CCOCC.[CH2:39]([Mg]Cl)[C:40]1[CH:45]=[CH:44][CH:43]=[CH:42][CH:41]=1>C(Cl)Cl>[F:1][C:2]1[CH:3]=[C:4]([C@@:15]([NH:16][S@@:17]([C:19]([CH3:22])([CH3:21])[CH3:20])=[O:18])([C:23]2[CH:24]=[CH:25][C:26]([F:29])=[CH:27][CH:28]=2)[CH2:39][C:40]2[CH:45]=[CH:44][CH:43]=[CH:42][CH:41]=2)[CH:5]=[C:6]([O:8][C:9]([F:14])([F:13])[CH:10]([F:11])[F:12])[CH:7]=1 |f:1.2|. Reported procedure: (R)—N-((3-Fluoro-5-(1,1,2,2-tetrafluoroethoxy)phenyl)(4-fluorophenyl)methylene)-2-methylpropane-2-sulfinamide (150 mg, 0.34 mmol) was stirred in anhydrous CH2Cl2 (7 mL) at −78° C. for 5 min under Argon. BF3.Et2O (0.10 mL, 2.0 eq) was added dropwise. The mixture was stirred at −78° C. for 10 min. Benzylmagnesium chloride (1.0 M in Et20, 1.4 mL, 3.0 eq) was added slowly at −78° C., and the resulting mixture was stirred at −78° C. for 1.5 h. The reaction mixture was quenched with sat. NH4Cl and the... The reactants are C(CCC)NC1=NC=CC(=N1)C=1C(=NN2C1C=CC=C2Cl)C2=CC=C(C=C2)F (N-butyl-4-[7-chloro-2-(4-fluorophenyl)pyrazolo[1,5-α]pyridin-3-yl]-2-pyrimidinamine), CN (methylamine). Product: C(CCC)NC1=NC=CC(=N1)C=1C(=NN2C1C=CC=C2NC)C2=CC=C(C=C2)F (3-[2-(butylamino)-4-pyrimidinyl]-2-(4-fluorophenyl)-N-methylpyrazolo[1,5-α]pyridin-7-amine). Isolated yield 77.0%. Reaction SMILES: [CH2:1]([NH:5][C:6]1[N:11]=[C:10]([C:12]2[C:13]([C:22]3[CH:27]=[CH:26][C:25]([F:28])=[CH:24][CH:23]=3)=[N:14][N:15]3[C:20](Cl)=[CH:19][CH:18]=[CH:17][C:16]=23)[CH:9]=[CH:8][N:7]=1)[CH2:2][CH2:3][CH3:4].[CH3:29][NH2:30]>>[CH2:1]([NH:5][C:6]1[N:11]=[C:10]([C:12]2[C:13]([C:22]3[CH:27]=[CH:26][C:25]([F:28])=[CH:24][CH:23]=3)=[N:14][N:15]3[C:20]([NH:30][CH3:29])=[CH:19][CH:18]=[CH:17][C:16]=23)[CH:9]=[CH:8][N:7]=1)[CH2:2][CH2:3][CH3:4]. Procedure: In a similar manner as described in Example 14, from N-butyl-4-[7-chloro-2-(4-fluorophenyl)pyrazolo[1,5-α]pyridin-3-yl]-2-pyrimidinamine (53 mg, 0.13 mmol) and methylamine (5 mL, 40% aqueous) in a sealed tube was obtained 3-[2-(butylamino)-4-pyrimidinyl]-2-(4-fluorophenyl)-N-methylpyrazolo[1,5-α]pyridin-7-amine (40.5 mg, 77%) as a pale yellow solid. 1H NMR (CDCl3): δ 8.01 (d, 1H), 7.75 (d, 1H), 7.62 (m, 2H), 7.34 (t, 1H), 7.13 (t, 2H), 6.30 (d, 1H), 6.03–5.99 (m, 2H), 5.11 (broad, 1H), 3.46 (q, ... Starting materials: C(C)(C)(C)OC(=O)N(CC(=O)O)CC(=O)O ((tert-Butoxycarbonyl-carboxymethyl-amino)-acetic acid), C(=O)(C=1NC=CN1)C=1NC=CN1 (carbonyl diimidazole), FC1=CC=C(CN)C=C1 (4-fluorobenzyl amine). Solvent: C1CCOC1 (THF). Yields the product C(C)(C)(C)OC(=O)N1CC(N(C(C1)=O)CC1=CC=C(C=C1)F)=O (4-(4-Fluoro-benzyl)-3,5-dioxo-piperazine-1-carboxylic acid tert-butyl ester). As a reaction SMILES: [C:1]([O:5][C:6]([N:8]([CH2:13][C:14]([OH:16])=O)[CH2:9][C:10]([OH:12])=O)=[O:7])([CH3:4])([CH3:3])[CH3:2].C(C1NC=CN=1)(C1NC=CN=1)=O.[F:29][C:30]1[CH:37]=[CH:36][C:33]([CH2:34][NH2:35])=[CH:32][CH:31]=1>C1COCC1>[C:1]([O:5][C:6]([N:8]1[CH2:9][C:10](=[O:12])[N:35]([CH2:34][C:33]2[CH:36]=[CH:37][C:30]([F:29])=[CH:31][CH:32]=2)[C:14](=[O:16])[CH2:13]1)=[O:7])([CH3:2])([CH3:3])[CH3:4]. Procedure details: A solution of 27 (547 mg, 2.35 mmol) and carbonyl diimidazole (837 mg, 5.16 mmol) in 4.7 mL of dry THF under a N2 atmosphere was refluxed for 5 minutes. Once the reaction cooled down to room temperature 4-fluorobenzyl amine (0.295 mL, 2.58 mmol) was added and the mixture was heated to reflux overnight. The reaction mixture was then concentrated and re-dissolved in EtOAc. The organic layer was washed with an aqueous 0.5 N HCl solution and the solvent was removed in vacuo. The product was purified...